From a dataset of the Open Reaction Database (ORD), a public repository of structured organic reaction records. describe an organic reaction: reactants, conditions, products, and yield Starting materials: O=CCC1CCN(CC1)C(=O)OC(C)(C)C (tert-butyl 4-(2-oxoethyl)piperidine-1-carboxylate), [C-]#N.[Na+] (sodium cyanide). Reaction conditions: time 4 hour. Reaction SMILES: [O:1]=[CH:2][CH2:3][CH:4]1[CH2:9][CH2:8][N:7]([C:10]([O:12][C:13]([CH3:16])([CH3:15])[CH3:14])=[O:11])[CH2:6][CH2:5]1.[C-:17]#[N:18].[Na+]>C(OCC)C.O.Cl>[C:17]([CH:2]([OH:1])[CH2:3][CH:4]1[CH2:5][CH2:6][N:7]([C:10]([O:12][C:13]([CH3:16])([CH3:15])[CH3:14])=[O:11])[CH2:8][CH2:9]1)#[N:18] |f:1.2|. Run in C(C)OCC (diethylether), O (water), Cl (hydrochloric acid). Yield: 99.8%. Reported procedure: To a solution of tert-butyl 4-(2-oxoethyl)piperidine-1-carboxylate (60 g) in diethylether (150 mL) were added a solution of sodium cyanide (32.4 g) in water (100 mL) and concentrated hydrochloric acid (55 mL) by small portions at 0° C. The reaction system was stirred for 4 hr, and the organic layer was washed with brine, dried, and concentrated to give the title compound (67.0 g). Product: C(#N)C(CC1CCN(CC1)C(=O)OC(C)(C)C)O (tert-butyl 4-(2-cyano-2-hydroxyethyl)piperidine-1-carboxylate). The reactants are C(C)C1C(CC(C(C(OC(C2CCCCN2C(C(C2(C(CC(C(C(CC(CC(=C1)C)C)OC)O2)OC)C)O)=O)=O)=O)C(=CC2CC(C(CC2)OC2=CC1=CC=C(C=C1C=C2)O[Si](C)(C)C(C)(C)C)OC)C)C)O)=O (17-ethyl-1,14-dihydroxy-12-[2'-(4"-(6"'-tert-butyldimethylsilyloxynaphth-2-yloxy)-3"-methoxycyclohexyl)-1'-methylvinyl]-23,25-dimethoxy-13,19,21,27-tetramethyl-11,28-dioxa-4-azatricyclo[22.3.1.04,9 ]octacos-18-ene-2,3,10,16-tetraone), C1(=CC=C(C=C1)S(=O)(=O)O)C (p-toluenesulfonic acid). Solvent: C(Cl)Cl (CH2Cl2), CO (methanol). Conditions: time 4 hour. The product is C(C)C1C(CC(C(C(OC(C2CCCCN2C(C(C2(C(CC(C(C(CC(CC(=C1)C)C)OC)O2)OC)C)O)=O)=O)=O)C(=CC2CC(C(CC2)OC2=CC1=CC=C(C=C1C=C2)O)OC)C)C)O)=O (17-ethyl-1,14-dihydroxy-12-[2'-(4"-(6"'-hydroxynaphth-2-yloxy)-3"-methoxycyclohexyl)-1'-methylvinyl]-23,25-dimethoxy-13,19,21,27-tetramethyl-11,28-dioxa-4-azatricyclo[22.3.1.04,9 ]octacos-18-ene-2,3,10,16-tetraone). The yield is 67.6%. As a reaction SMILES: [CH2:1]([CH:3]1[CH:29]=[C:28]([CH3:30])[CH2:27][CH:26]([CH3:31])[CH2:25][CH:24]([O:32][CH3:33])[CH:23]2[O:34][C:19]([OH:38])([CH:20]([CH3:37])[CH2:21][CH:22]2[O:35][CH3:36])[C:18](=[O:39])[C:17](=[O:40])[N:16]2[CH:11]([CH2:12][CH2:13][CH2:14][CH2:15]2)[C:10](=[O:41])[O:9][CH:8]([C:42]([CH3:71])=[CH:43][CH:44]2[CH2:49][CH2:48][CH:47]([O:50][C:51]3[CH:60]=[CH:59][C:58]4[C:53](=[CH:54][CH:55]=[C:56]([O:61][Si](C(C)(C)C)(C)C)[CH:57]=4)[CH:52]=3)[CH:46]([O:69][CH3:70])[CH2:45]2)[CH:7]([CH3:72])[CH:6]([OH:73])[CH2:5][C:4]1=[O:74])[CH3:2].C1(C)C=CC(S(O)(=O)=O)=CC=1>C(Cl)Cl.CO>[CH2:1]([CH:3]1[CH:29]=[C:28]([CH3:30])[CH2:27][CH:26]([CH3:31])[CH2:25][CH:24]([O:32][CH3:33])[CH:23]2[O:34][C:19]([OH:38])([CH:20]([CH3:37])[CH2:21][CH:22]2[O:35][CH3:36])[C:18](=[O:39])[C:17](=[O:40])[N:16]2[CH:11]([CH2:12][CH2:13][CH2:14][CH2:15]2)[C:10](=[O:41])[O:9][CH:8]([C:42]([CH3:71])=[CH:43][CH:44]2[CH2:49][CH2:48][CH:47]([O:50][C:51]3[CH:60]=[CH:59][C:58]4[C:53](=[CH:54][CH:55]=[C:56]([OH:61])[CH:57]=4)[CH:52]=3)[CH:46]([O:69][CH3:70])[CH2:45]2)[CH:7]([CH3:72])[CH:6]([OH:73])[CH2:5][C:4]1=[O:74])[CH3:2]. Reported procedure: To a stirred solution of 17-ethyl-1,14-dihydroxy-12-[2'-(4"-(6"'-tert-butyldimethylsilyloxynaphth-2-yloxy)-3"-methoxycyclohexyl)-1'-methylvinyl]-23,25-dimethoxy-13,19,21,27-tetramethyl-11,28-dioxa-4-azatricyclo[22.3.1.04,9 ]octacos-18-ene-2,3,10,16-tetraone (73 mg, 0.07 mmol) in CH2Cl2 (2 mL) was added a solution of p-toluenesulfonic acid in methanol (2 mL, 10% solution). The flask was capped and the mixture stirred 4 hours. The reaction was quenched with saturated aqueous NaHCO3 and extracted 4... Starting materials: C=O (Formaldehyde), C(C)(=O)O[BH-](OC(C)=O)OC(C)=O.[Na+] (sodium triacetoxyborohydride), C(C)(C)(C)OC(=O)N1[C@H](COCC1)C1=NN=C2N1C=C(C=C2)F ((S)-3-(6-Fluoro-[1,2,4]triazolo[4,3-a]pyridin-3-yl)-morpholine-4-carboxylic acid tert-butyl ester), C(=O)(C(F)(F)F)O (TFA), C(=O)(C(F)(F)F)O (TFA). The solvent is C(Cl)Cl (DCM). Run at time 8 hour. Product: FC=1C=CC=2N(C1)C(=NN2)[C@@H]2N(CCOC2)C (6-Fluoro-3-((S)-4-methyl-morpholin-3-yl)-[1,2,4]triazolo[4,3-a]pyridine). Yield: 34.5%. RXN SMILES: C(O[C:6]([N:8]1[CH2:13][CH2:12][O:11][CH2:10][C@@H:9]1[C:14]1[N:18]2[CH:19]=[C:20]([F:23])[CH:21]=[CH:22][C:17]2=[N:16][N:15]=1)=O)(C)(C)C.C(O)(C(F)(F)F)=O.C=O.C(O[BH-](OC(=O)C)OC(=O)C)(=O)C.[Na+]>C(Cl)Cl>[F:23][C:20]1[CH:21]=[CH:22][C:17]2[N:18]([C:14]([C@H:9]3[CH2:10][O:11][CH2:12][CH2:13][N:8]3[CH3:6])=[N:15][N:16]=2)[CH:19]=1 |f:3.4|. Procedure: To a solution of Intermediate 83b (297 mg, 0.92 mmol) in DCM (8.0 mL) at 0° C. was added TFA (400 μL) and the reaction stirred at RT overnight. Further TFA (600 μL) was added and the reaction stirred for 1 h then partitioned between DCM and sat. aq. NaHCO3 solution. The aqueous layer was then extracted with DCM (3×). The combined organic layers were washed with brine, dried (MgSO4), filtered and evaporated in vacuo. The residue was taken up in DCM (4.0 ml) and MeOH (3 drops) added. Formaldehyde ... Reactants: C1CCOC1, CCc1cc(-c2noc(-c3cc(C)nc(N(CC)CC)c3)n2)cc(C)c1OCC(O)CN1CC(C(=O)OC)C1, CO, O=CO, [Li+], [OH-]. Product: CCc1cc(-c2noc(-c3cc(C)nc(N(CC)CC)c3)n2)cc(C)c1OCC(O)CN1CC(C(=O)O)C1. RXN SMILES: [CH2:45]1[O:46][CH2:47][CH2:48][CH2:49]1.[CH3:1][O:2][C:3](=[O:4])[CH:5]1[CH2:6][N:7]([CH2:9][CH:10]([CH2:11][O:12][c:13]2[c:14]([CH2:37][CH3:38])[cH:15][c:16](-[c:20]3[n:21][o:22][c:23](-[c:25]4[cH:26][c:27]([N:32]([CH2:33][CH3:34])[CH2:35][CH3:36])[n:28][c:29]([CH3:31])[cH:30]4)[n:24]3)[cH:17][c:18]2[CH3:19])[OH:39])[CH2:8]1.[CH3:43][OH:44].[CH:40]([OH:41])=[O:42].[Li+:51].[OH-:50]>>[O:2]=[C:3]([OH:4])[CH:5]1[CH2:6][N:7]([CH2:9][CH:10]([CH2:11][O:12][c:13]2[c:14]([CH2:37][CH3:38])[cH:15][c:16](-[c:20]3[n:21][o:22][c:23](-[c:25]4[cH:26][c:27]([N:32]([CH2:33][CH3:34])[CH2:35][CH3:36])[n:28][c:29]([CH3:31])[cH:30]4)[n:24]3)[cH:17][c:18]2[CH3:19])[OH:39])[CH2:8]1. Starting materials: BrC1=C(C=C(C=C1)C(C)(CCCCCCC)C)O (2-(4-bromo-3-hydroxyphenyl)-2-methylnonane), OC=1C=C(C=CC1)C(C)(CCCCCCC)C (2-(3-hydroxyphenyl)-2-methylnonane). The product is BrC1=C(C=C(C=C1)C(C)(CCCCCC)C)O (2-(4-Bromo-3-hydroxyphenyl)-2-methyloctane). Reaction SMILES: [Br:1][C:2]1[CH:7]=[CH:6][C:5]([C:8]([CH3:17])([CH2:10][CH2:11][CH2:12][CH2:13][CH2:14][CH2:15]C)[CH3:9])=[CH:4][C:3]=1[OH:18].OC1C=C(C(C)(CCCCCCC)C)C=CC=1>>[Br:1][C:2]1[CH:7]=[CH:6][C:5]([C:8]([CH3:17])([CH2:10][CH2:11][CH2:12][CH2:13][CH2:14][CH3:15])[CH3:9])=[CH:4][C:3]=1[OH:18]. Reported procedure: In like manner, 2-(4-bromo-3-hydroxyphenyl)-2-methylnonane is prepared in 82% (8.5 g.) yield as an oil from 7.8 g. (0.033 mol.) of 2-(3-hydroxyphenyl)-2-methylnonane: The reactants are compounds ( III ), I (hydroiodic acid), [N+](=O)([O-])C=1C=C(C=CC1O)C(C(=O)[O-])C (2-(3-nitro-4-hydroxyphenyl)propionate), COC1=CC=C(C=C1)C(C(=O)O)C (2-(4-methoxyphenyl)propionic acid). Product: OC1=CC=C(C=C1)C(C(=O)O)C (2-(4-hydroxyphenyl)- propionic acid). Reaction SMILES: [N+]([C:4]1[CH:5]=[C:6]([CH:11]([CH3:15])[C:12]([O-:14])=[O:13])[CH:7]=[CH:8][C:9]=1[OH:10])([O-])=O.COC1C=CC(C(C)C(O)=O)=CC=1.I>>[OH:10][C:9]1[CH:4]=[CH:5][C:6]([CH:11]([CH3:15])[C:12]([OH:14])=[O:13])=[CH:7][CH:8]=1. Reported procedure: Also, the compounds (III) used for this invention, for example, 2-(3-nitro-4-hydroxyphenyl)propionate can be prepared by demethylating 2-(4-methoxyphenyl)propionic acid with hydroiodic acid and the like to obtain 2-(4-hydroxyphenyl)- propionic acid, by esterifying the above compound with an usual method to obtain, for example, methyl 2-(4-hydroxyphenyl)propionate and by nitrating the above compounds. Alternately, 2-(3-nitro-4-hydroxyphenyl)propionate can be prepared by nitrating the above 2-(4-h...